Dataset: the Open Reaction Database (ORD), a public repository of structured organic reaction records. Task: describe an organic reaction: reactants, conditions, products, and yield Reactants: BrC=1C(C(OC1C1=CC=NC=C1)(C)C)=O (4-bromo-2,2-dimethyl-5-(pyridin-4-yl)furan-3(2H)-one), C(C1=CC=CC=C1)OC1=CC=C(C=C1)B1OC(C(O1)(C)C)(C)C (2-(4-(benzyloxy)phenyl)-4,4,5,5-tetramethyl-1,3,2-dioxaborolane), C(=O)([O-])[O-].[Cs+].[Cs+] (Cs2CO3). Reagents/catalysts: C1=CC=C(C=C1)P([C-]2C=CC=C2)C3=CC=CC=C3.C1=CC=C(C=C1)P([C-]2C=CC=C2)C3=CC=CC=C3.Cl[Pd]Cl.[Fe+2] (Dichloro[1,1′-bis(diphenylphosphino)ferrocene]palladium(II)). Solvent: C1(=CC=CC=C1)C (toluene), O (water). Yields the product C(C1=CC=CC=C1)OC1=CC=C(C=C1)C=1C(C(OC1C1=CC=NC=C1)(C)C)=O (4-(4-(benzyloxy)phenyl)-2,2-dimethyl-5-(pyridin-4-yl)furan-3(2H)-one). Yield: 60.1%. As a reaction SMILES: Br[C:2]1[C:3](=[O:15])[C:4]([CH3:14])([CH3:13])[O:5][C:6]=1[C:7]1[CH:12]=[CH:11][N:10]=[CH:9][CH:8]=1.[CH2:16]([O:23][C:24]1[CH:29]=[CH:28][C:27](B2OC(C)(C)C(C)(C)O2)=[CH:26][CH:25]=1)[C:17]1[CH:22]=[CH:21][CH:20]=[CH:19][CH:18]=1.C([O-])([O-])=O.[Cs+].[Cs+]>C1(C)C=CC=CC=1.O.C1C=CC(P(C2C=CC=CC=2)[C-]2C=CC=C2)=CC=1.C1C=CC(P(C2C=CC=CC=2)[C-]2C=CC=C2)=CC=1.Cl[Pd]Cl.[Fe+2]>[CH2:16]([O:23][C:24]1[CH:29]=[CH:28][C:27]([C:2]2[C:3](=[O:15])[C:4]([CH3:14])([CH3:13])[O:5][C:6]=2[C:7]2[CH:12]=[CH:11][N:10]=[CH:9][CH:8]=2)=[CH:26][CH:25]=1)[C:17]1[CH:22]=[CH:21][CH:20]=[CH:19][CH:18]=1 |f:2.3.4,7.8.9.10|. Procedure details: A solution of 4-bromo-2,2-dimethyl-5-(pyridin-4-yl)furan-3(2H)-one (10.0 g, 37.2 mmol), 2-(4-(benzyloxy)phenyl)-4,4,5,5-tetramethyl-1,3,2-dioxaborolane (13.8 g, 44.7 mmol), and Cs2CO3 (36.27 g, 111.6 mmol) in toluene (100 mL) and water (50 mL) was degassed. Dichloro[1,1′-bis(diphenylphosphino)ferrocene]palladium(II) (2.7 g, 3.7 mmol) was added under an inert atmosphere and again degassed. Then the reaction was refluxed for 3 h and monitored by TLC. Upon complete consumption of the starting mater... Reactants: N#CN.[Pb] (Lead cyanamide), CNC(=S)NCCSCC=1N=CNC1 (N-methyl-N'-[2-(4-imidazolylmethylthio)ethyl]thiourea), demethylformamide. The solvent is C(C)#N (acetonitrile). Product: C(#N)NC(=NC)NCCSCC=1N=CNC1 (N-cyano-N'-[2-(4-imidazolylmethylthio)ethyl]-N"-methylguanidine). The yield is 31.1%. Reaction SMILES: [N:1]#[C:2][NH2:3].[Pb].[CH3:5][NH:6][C:7]([NH:9][CH2:10][CH2:11][S:12][CH2:13][C:14]1[N:15]=[CH:16][NH:17][CH:18]=1)=S>C(#N)C>[C:2]([NH:3][C:7]([NH:9][CH2:10][CH2:11][S:12][CH2:13][C:14]1[N:15]=[CH:16][NH:17][CH:18]=1)=[N:6][CH3:5])#[N:1] |f:0.1,^3:3|. Procedure details: Lead cyanamide (24.7 g.) was added to a solution of N-methyl-N'-[2-(4-imidazolylmethylthio)ethyl]thiourea (11.5 g.) in acetonitrile (250 ml.) containing demethylformamide. The stirred suspension was heated under reflux for 48 hours. Filtration followed by concentration under reduced pressure and purification of the product on a column of silica gel with ethyl acetatle-isopropyl alcohol (2.1) as eluant gave N-cyano-N'-[2-(4-imidazolylmethylthio)ethyl]-N"-methylguanidine (3.7 g.), m.p. 138°-140° (... Starting materials: S=C(Cl)Cl, Nc1ccc2c(c1)NC(=O)CC2, O. Yields the product O=C1CCc2ccc(N=C=S)cc2N1. As a reaction SMILES: [Cl:13][C:14]([Cl:15])=[S:16].[NH2:1][c:2]1[cH:3][cH:4][c:5]2[c:10]([cH:11]1)[NH:9][C:8](=[O:12])[CH2:7][CH2:6]2.[OH2:17]>>[N:1]([c:2]1[cH:3][cH:4][c:5]2[c:10]([cH:11]1)[NH:9][C:8](=[O:12])[CH2:7][CH2:6]2)=[C:14]=[S:16]. Reactants: N1C(=CC=C1)\C=C\1/C(NC2=CC=C(C=C12)C#C[Si](C)(C)C)=O ((Z)-1,3-dihydro-3-[(1H-pyrrol-2-yl)methylene]-5-(trimethylsilyl)ethynyl-2H-indol-2-one), C([O-])(O)=O.[Na+] (sodium bicarbonate), [C-]#N.[K+] (potassium cyanide). The reagents and catalysts are [N+](=O)([O-])[O-].[Ag+] (silver nitrate). The solvent is C(C)O (ethanol), O1CCCC1 (tetrahydrofuran), O (water), C(C)O (ethanol), O (water), O (water). Reaction conditions: time 45 minute. The product is C(#C)C=1C=C2/C(/C(NC2=CC1)=O)=C/C=1NC=CC1 ((Z)-1,3-dihydro-5-ethynyl-3-[(1H-pyrrol-2-yl)methylene]-2H-indol-2-one). The yield is 96.4%. Reaction SMILES: [NH:1]1[CH:5]=[CH:4][CH:3]=[C:2]1/[CH:6]=[C:7]1\[C:8](=[O:22])[NH:9][C:10]2[C:15]\1=[CH:14][C:13]([C:16]#[C:17][Si](C)(C)C)=[CH:12][CH:11]=2.[C-]#N.[K+].C(=O)(O)[O-].[Na+]>C(O)C.O1CCCC1.O.[N+]([O-])([O-])=O.[Ag+]>[C:16]([C:13]1[CH:14]=[C:15]2[C:10](=[CH:11][CH:12]=1)[NH:9][C:8](=[O:22])/[C:7]/2=[CH:6]\[C:2]1[NH:1][CH:5]=[CH:4][CH:3]=1)#[CH:17] |f:1.2,3.4,8.9|. Reported procedure: To a solution of (Z)-1,3-dihydro-3-[(1H-pyrrol-2-yl)methylene]-5-(trimethylsilyl)ethynyl-2H-indol-2-one (940 mg, 3.1 mmol) (from Example 81 above) in 50 mL ethanol and 15 mL tetrahydrofuran (Fisher Scientific) was added dropwise a solution of silver nitrate (1.17 g, 6.89 mmol) in 5 mL water and 15 mL ethanol, during which time a precipitate formed. The mixture was stirred at room temperature for 45 minutes, after which a solution of potassium cyanide (2.18 g, 33.47 mmol) in 8 mL of water was add... Starting materials: FC1=CC=C(C=C1)NC(=O)C=1C=NC(=NC1)OCC(=O)O ([5-(4-fluorophenylcarbamoyl)pyrimidin-2-yloxy]acetic acid), NC=1C=NC=CC1 (3-aminopyridine). Product: FC1=CC=C(C=C1)NC(=O)C=1C=NC(=NC1)OCC(NC=1C=NC=CC1)=O (2-(Pyridin-3-ylcarbamoylmethoxy)pyrimidine-5-carboxylic acid (4-fluorophenyl)amide). The yield is 27.0%. RXN SMILES: [F:1][C:2]1[CH:7]=[CH:6][C:5]([NH:8][C:9]([C:11]2[CH:12]=[N:13][C:14]([O:17][CH2:18][C:19]([OH:21])=O)=[N:15][CH:16]=2)=[O:10])=[CH:4][CH:3]=1.[NH2:22][C:23]1[CH:24]=[N:25][CH:26]=[CH:27][CH:28]=1>>[F:1][C:2]1[CH:3]=[CH:4][C:5]([NH:8][C:9]([C:11]2[CH:16]=[N:15][C:14]([O:17][CH2:18][C:19](=[O:21])[NH:22][C:23]3[CH:24]=[N:25][CH:26]=[CH:27][CH:28]=3)=[N:13][CH:12]=2)=[O:10])=[CH:6][CH:7]=1. Procedure details: The titled compound was prepared from [5-(4-fluorophenylcarbamoyl)pyrimidin-2-yloxy]acetic acid using 3-aminopyridine (20 mg, 0.21 mmol) as the coupling partner. Concentration (no chromatography) yielded 17 mg (27%) of the titled compound. ESI-MS m/z 368 (MH+), 366 (M−H−).